Dataset: the Open Reaction Database (ORD), a public repository of structured organic reaction records. Task: describe an organic reaction: reactants, conditions, products, and yield Starting materials: CC(C)(C)OC(=O)N1CCN(c2cncc(Cl)n2)CC1, C[O-], [Na+]. Product: COc1cncc(N2CCN(C(=O)OC(C)(C)C)CC2)n1. As a reaction SMILES: [C:1]([CH3:2])([CH3:3])([CH3:4])[O:5][C:6](=[O:7])[N:8]1[CH2:9][CH2:10][N:11]([c:14]2[n:15][c:16]([Cl:20])[cH:17][n:18][cH:19]2)[CH2:12][CH2:13]1.[CH3:21][O-:22].[Na+:23]>>[C:1]([CH3:2])([CH3:3])([CH3:4])[O:5][C:6](=[O:7])[N:8]1[CH2:9][CH2:10][N:11]([c:14]2[n:15][c:16]([O:22][CH3:21])[cH:17][n:18][cH:19]2)[CH2:12][CH2:13]1. Reactants: O1CCN(CC1)C=1C=[N+](C2=CC=CC=C2C1[N+](=O)[O-])[O-] (3-morpholino-4-nitroquinoline-N-oxide), C1(=CC=CC=C1)N=C=O (phenyl isocyanate), O (water). Product: N(C1=CC=CC=C1)C1=NC2=CC=CC=C2C(=C1N1CCOCC1)[N+](=O)[O-] (2-anilino-3-morpholino-4-nitroquinoline). Procedure details: The 3-morpholino-4-nitroquinoline-N-oxide (3 g, 0.011 mol) was suspended in dimethylformamide (40 ml) and following addition of phenyl isocyanate (3.4 g, 0.029 mol), the mixture was added on an oil bath at 80°-90° C. for ca. 3 hours. The reaction mixture was totally charged into water and subjected to extraction with chloroform. The chloroform layer was washed with water and dried with anhydrous sodium sulfate. After the chloroform was distilled off under vacuum, the residue was subjected to rec... The solvent is CN(C=O)C (dimethylformamide). Reaction SMILES: [O:1]1[CH2:6][CH2:5][N:4]([C:7]2[CH:8]=[N+:9]([O-])[C:10]3[C:15]([C:16]=2[N+:17]([O-:19])=[O:18])=[CH:14][CH:13]=[CH:12][CH:11]=3)[CH2:3][CH2:2]1.[C:21]1([N:27]=C=O)[CH:26]=[CH:25][CH:24]=[CH:23][CH:22]=1.O>CN(C)C=O>[NH:27]([C:8]1[C:7]([N:4]2[CH2:5][CH2:6][O:1][CH2:2][CH2:3]2)=[C:16]([N+:17]([O-:19])=[O:18])[C:15]2[C:10](=[CH:11][CH:12]=[CH:13][CH:14]=2)[N:9]=1)[C:21]1[CH:26]=[CH:25][CH:24]=[CH:23][CH:22]=1. Reactants: C1CCOC1 (THF), O.[OH-].[Li+] (lithium hydroxide monohydrate), Amide, OC1CCNCC1 (4-hydroxypiperidine), amide, COC(=O)C=1C(=CC=C(C1)C=1SC=C(N1)C1=CC(=C(C=C1)Cl)Cl)C1=CC=C(C=C1)C(=O)O (4-[4-(3,4-dichloro-phenyl)-thiazol-2-yl]-biphenyl-2,4′-dicarboxylic acid 2-methyl ester), COC(=O)C=1C(=CC=C(C1)C=1SC=C(N1)C1=CC(=C(C=C1)Cl)Cl)C1=CC=C(C=C1)C(=O)O (4-[4-(3,4-dichloro-phenyl)-thiazol-2-yl]-biphenyl-2,4′-dicarboxylic acid 2-methyl ester). The solvent is CO (MeOH), O (water). The yield is 41.3%. Yields the product ClC=1C=C(C=CC1Cl)C=1N=C(SC1)C=1C=C(C(=CC1)C1=CC=C(C=C1)C(=O)N1CCC(CC1)O)C(=O)O (4-[4-(3,4-dichloro-phenyl)-thiazol-2-yl]-4′-(4-hydroxy-piperidine-1-carbonyl)-biphenyl-2-carboxylic acid). RXN SMILES: C[O:2][C:3]([C:5]1[C:6]([C:24]2[CH:29]=[CH:28][C:27]([C:30]([OH:32])=O)=[CH:26][CH:25]=2)=[CH:7][CH:8]=[C:9]([C:11]2[S:12][CH:13]=[C:14]([C:16]3[CH:21]=[CH:20][C:19]([Cl:22])=[C:18]([Cl:23])[CH:17]=3)[N:15]=2)[CH:10]=1)=[O:4].[OH:33][CH:34]1[CH2:39][CH2:38][NH:37][CH2:36][CH2:35]1.C1COCC1.O.[OH-].[Li+]>CO.O>[Cl:23][C:18]1[CH:17]=[C:16]([C:14]2[N:15]=[C:11]([C:9]3[CH:10]=[C:5]([C:3]([OH:2])=[O:4])[C:6]([C:24]4[CH:25]=[CH:26][C:27]([C:30]([N:37]5[CH2:38][CH2:39][CH:34]([OH:33])[CH2:35][CH2:36]5)=[O:32])=[CH:28][CH:29]=4)=[CH:7][CH:8]=3)[S:12][CH:13]=2)[CH:21]=[CH:20][C:19]=1[Cl:22] |f:3.4.5|. Reported procedure: Using the conditions of General Procedure D for Amide Coupling in Parallel Mode, 4-[4-(3,4-dichloro-phenyl)-thiazol-2-yl]-biphenyl-2,4′-dicarboxylic acid 2-methyl ester (which may be prepared as described for Intermediate 8; 100 mg, 0.21 mmol) was reacted with 4-hydroxypiperidine (available from Aldrich Chemical Company, Inc.; 42 mg, 0.42 mmol) to give the crude amide product. The crude amide was hydrolyzed by adding THF (2 mL), water (0.05 mL), MeOH (1 mL), and lithium hydroxide monohydrate (12... Conditions: time 8 hour. Reactants: FC(C=1C=C(C(=O)CC(=O)OCC)C=CC1)(F)F (Ethyl 3-trifluoromethylbenzoylacetate), N(N)C1=NC=CC=C1 (2-hydrazinopyridine). Run in C(C)O (ethanol), C(C)O (ethanol). The product is N1=C(C=CC=C1)N1N=C(C=C1O)C1=CC(=CC=C1)C(F)(F)F (1-(pyridin-2-yl)-3-(3-(trifluoromethyl)phenyl)-1H-pyrazol-5-ol). Reaction SMILES: [F:1][C:2]([F:18])([F:17])[C:3]1[CH:4]=[C:5]([CH:14]=[CH:15][CH:16]=1)[C:6]([CH2:8][C:9]([O:11]CC)=O)=O.[NH:19]([C:21]1[CH:26]=[CH:25][CH:24]=[CH:23][N:22]=1)[NH2:20]>C(O)C>[N:22]1[CH:23]=[CH:24][CH:25]=[CH:26][C:21]=1[N:19]1[C:9]([OH:11])=[CH:8][C:6]([C:5]2[CH:14]=[CH:15][CH:16]=[C:3]([C:2]([F:1])([F:17])[F:18])[CH:4]=2)=[N:20]1. Reported procedure: Ethyl 3-trifluoromethylbenzoylacetate (10 mmol, manufactured by Aldrich) and ethanol (10 mL) were charged in a 100 mL round-bottom flask to which a solution of 2-hydrazinopyridine (10 mmol, manufactured by Aldrich) in ethanol (10 mL) was then added. Reactants: CCOC(=O)c1c(C)cc(=O)n(-c2ccccc2)c1C, CO, [Na+], [OH-]. The product is Cc1cc(=O)n(-c2ccccc2)c(C)c1C(=O)O. RXN SMILES: [CH2:1]([CH3:2])[O:3][C:4](=[O:5])[c:6]1[c:7]([CH3:20])[n:8](-[c:14]2[cH:15][cH:16][cH:17][cH:18][cH:19]2)[c:9](=[O:13])[cH:10][c:11]1[CH3:12].[CH3:21][OH:22].[Na+:24].[OH-:23]>>[O:3]=[C:4]([OH:5])[c:6]1[c:7]([CH3:20])[n:8](-[c:14]2[cH:15][cH:16][cH:17][cH:18][cH:19]2)[c:9](=[O:13])[cH:10][c:11]1[CH3:12]. The reactants are NC[C@H](C)O ((S)-1-aminopropan-2-ol), C(C1=CC=CC=C1)NC=1C2=C(N=C(N1)Cl)C(=CS2)C#C (N-Benzyl-2-chloro-7-ethynylthieno[3,2-d]pyrimidin-4-amine), C(C)(=O)OCC (ethyl acetate). The solvent is O1CCOCC1 (dioxane). Reaction conditions: temperature 120 celsius, time 24 hour. Product: C(C1=CC=CC=C1)NC=1C2=C(N=C(N1)NC[C@H](C)O)C(=CS2)C#C ((S)-1-(4-(benzylamino)-7-ethynylthieno[3,2-d]pyrimidin-2-ylamino)propan-2-ol). Yield: 52.3%. Reaction SMILES: [CH2:1]([NH:8][C:9]1[C:10]2[S:18][CH:17]=[C:16]([C:19]#[CH:20])[C:11]=2[N:12]=[C:13](Cl)[N:14]=1)[C:2]1[CH:7]=[CH:6][CH:5]=[CH:4][CH:3]=1.[NH2:21][CH2:22][C@@H:23]([OH:25])[CH3:24].C(OCC)(=O)C>O1CCOCC1>[CH2:1]([NH:8][C:9]1[C:10]2[S:18][CH:17]=[C:16]([C:19]#[CH:20])[C:11]=2[N:12]=[C:13]([NH:21][CH2:22][C@@H:23]([OH:25])[CH3:24])[N:14]=1)[C:2]1[CH:7]=[CH:6][CH:5]=[CH:4][CH:3]=1. Reported procedure: N-Benzyl-2-chloro-7-ethynylthieno[3,2-d]pyrimidin-4-amine (30 mg, 0.096 mmol) was dissolved in anhydrous dioxane (0.5 mL) and (S)-1-aminopropan-2-ol (23 μL, 0.288 mmol) was added. The reaction mixture was stirred at 120° C. for 24 hours. After adding ethyl acetate (3 mL), the reaction mixture was washed with brine. After drying with MgSO4 and concentrating by filtration, purification by silica gel chromatography (ethyl acetate/hexane:1/3→1/1) yielded the target compound of Example 44 (17 mg, 50%... Reactants: S1C(=CC=C1)CC(=O)NC1[C@@H]2N(C(=C(CS2=O)C(C)OC(C)=O)C(=O)OC(C2=CC=CC=C2)C2=CC=CC=C2)C1=O (benzhydryl 7-(2-thienylacetamido)-3-(1-acetoxyethyl)-3-cephem-4-carboxylate 1-oxide), II, P(Cl)(Cl)Cl (phosphorous trichloride). Solvent: CN(C=O)C (dimethylformamide). Conditions: time 1 hour. Product: S1C(=CC=C1)CC(=O)NC1[C@@H]2N(C(=C(CS2)C(C)OC(C)=O)C(=O)OC(C2=CC=CC=C2)C2=CC=CC=C2)C1=O (Benzhydryl 7-(2-thienylacetamido)-3-(1-acetoxyethyl)-3-cephem-4-carboxylate). Yield: 65.5%. RXN SMILES: [S:1]1[CH:5]=[CH:4][CH:3]=[C:2]1[CH2:6][C:7]([NH:9][CH:10]1[C:40](=[O:41])[N:12]2[C:13]([C:24]([O:26][CH:27]([C:34]3[CH:39]=[CH:38][CH:37]=[CH:36][CH:35]=3)[C:28]3[CH:33]=[CH:32][CH:31]=[CH:30][CH:29]=3)=[O:25])=[C:14]([CH:18]([O:20][C:21](=[O:23])[CH3:22])[CH3:19])[CH2:15][S:16](=O)[C@H:11]12)=[O:8].P(Cl)(Cl)Cl>CN(C)C=O>[S:1]1[CH:5]=[CH:4][CH:3]=[C:2]1[CH2:6][C:7]([NH:9][CH:10]1[C:40](=[O:41])[N:12]2[C:13]([C:24]([O:26][CH:27]([C:28]3[CH:33]=[CH:32][CH:31]=[CH:30][CH:29]=3)[C:34]3[CH:35]=[CH:36][CH:37]=[CH:38][CH:39]=3)=[O:25])=[C:14]([CH:18]([O:20][C:21](=[O:23])[CH3:22])[CH3:19])[CH2:15][S:16][C@H:11]12)=[O:8]. Reported procedure: To a cooled solution of 0.514 g. of benzhydryl 7-(2-thienylacetamido)-3-(1-acetoxyethyl)-3-cephem-4-carboxylate 1-oxide (isomer II from the previous example) in 15 ml. of dimethylformamide was added 0.190 ml. of phosphorous trichloride. The reaction mixture was removed from the ice-bath and allowed to warm to room temperature at which temperature it was stirred for one hour. The reaction mixture was then transferred with the aid of ethyl acetate to a separatory funnel and was then washed with aq... The reactants are BrC=1C=C(C=NC1)N (5-bromopyridin-3-amine), BrC1=CC(=C(C=C1)S(=O)(=O)Cl)Cl (4-bromo-2-chlorobenzene-1-sulfonyl chloride). The solvent is N1=CC=CC=C1 (pyridine). Reaction conditions: time 2 hour. Product: BrC1=CC(=C(C=C1)S(=O)(=O)NC=1C=NC=C(C1)Br)Cl (4-bromo-N-(5-bromopyridin-3-yl)-2-chlorobenzenesulfonamide). Yield: 71.8%. Reaction SMILES: [Br:1][C:2]1[CH:3]=[C:4]([NH2:8])[CH:5]=[N:6][CH:7]=1.[Br:9][C:10]1[CH:15]=[CH:14][C:13]([S:16](Cl)(=[O:18])=[O:17])=[C:12]([Cl:20])[CH:11]=1>N1C=CC=CC=1>[Br:9][C:10]1[CH:15]=[CH:14][C:13]([S:16]([NH:8][C:4]2[CH:5]=[N:6][CH:7]=[C:2]([Br:1])[CH:3]=2)(=[O:17])=[O:18])=[C:12]([Cl:20])[CH:11]=1. Procedure details: To a solution of 5-bromopyridin-3-amine (0.300 g, 1.73 mmol) in pyridine (8.67 ml) was slowly added 4-bromo-2-chlorobenzene-1-sulfonyl chloride (0.600 g, 2.08 mmol) at 0° C. The reaction mixture was stirred for 2 hours at room temperature. The reaction mixture was quenched with 1 N aq. HCl, and then extracted with DCM (2×50 mL). The combined organic layers were washed brine, dried over anhydrous MgSO4, filtered and concentrated in vacuo. The resulting residue was recrystallized from EtOAc-hexane...